Dataset: the Open Reaction Database (ORD), a public repository of structured organic reaction records. Task: describe an organic reaction: reactants, conditions, products, and yield The reactants are CCOC(C)=O, CCCCCCCc1nc(Cl)c(CO)[nH]1, [K+], [K+], O=[N+]([O-])c1ccc(CBr)cc1, O=C([O-])[O-], CN(C)C=O, O. Product: CCCCCCCc1nc(Cl)c(CO)n1Cc1ccc([N+](=O)[O-])cc1. As a reaction SMILES: [CH3:33][CH2:34][O:35][C:36]([CH3:37])=[O:38].[Cl:1][c:2]1[n:3][c:4]([CH2:9][CH2:10][CH2:11][CH2:12][CH2:13][CH2:14][CH3:15])[nH:5][c:6]1[CH2:7][OH:8].[K+:16].[K+:17].[N+:22](=[O:23])([O-:24])[c:25]1[cH:26][cH:27][c:28]([CH2:29][Br:30])[cH:31][cH:32]1.[O-:18][C:19]([O-:20])=[O:21].[O:39]=[CH:40][N:41]([CH3:42])[CH3:43].[OH2:44]>>[Cl:1][c:2]1[n:3][c:4]([CH2:9][CH2:10][CH2:11][CH2:12][CH2:13][CH2:14][CH3:15])[n:5]([CH2:29][c:28]2[cH:27][cH:26][c:25]([N+:22](=[O:23])[O-:24])[cH:32][cH:31]2)[c:6]1[CH2:7][OH:8]. The reactants are OC1=CC=C(C=C1)C(CCC(=O)O)(C)C1=CC=C(C=C1)O (4,4-bis-(4-hydroxyphenyl)pentanoic acid), C(C=C)O (allyl alcohol), S(O)(O)(=O)=O (sulfuric acid). Solvent: O (water). Run at time 20 hour. Product: C(C=C)OC(CCC(C)(C1=CC=C(C=C1)O)C1=CC=C(C=C1)O)=O (allyl-4,4-bis(4-hydroxyphenyl)pentanoate). RXN SMILES: [OH:1][C:2]1[CH:7]=[CH:6][C:5]([C:8]([C:15]2[CH:20]=[CH:19][C:18]([OH:21])=[CH:17][CH:16]=2)([CH3:14])[CH2:9][CH2:10][C:11]([OH:13])=[O:12])=[CH:4][CH:3]=1.[CH2:22](O)[CH:23]=[CH2:24].S(=O)(=O)(O)O>O>[CH2:24]([O:12][C:11](=[O:13])[CH2:10][CH2:9][C:8]([C:15]1[CH:16]=[CH:17][C:18]([OH:21])=[CH:19][CH:20]=1)([C:5]1[CH:4]=[CH:3][C:2]([OH:1])=[CH:7][CH:6]=1)[CH3:14])[CH:23]=[CH2:22]. Procedure: A mixture of 85.8 grams of 4,4-bis-(4-hydroxyphenyl)pentanoic acid, 200 ml. of allyl alcohol and 2 ml. of concentrated sulfuric acid was heated to 50° C. and maintained at the temperature, with stirring, for 20 hours. The mixture was then poured into 1500 ml. of water, with stirring. The oily layer was allowed to settle and the aqueous layer was removed by decantation. The oily layer was washed with water two additional times. Finally, a 1500 ml. portion of water was added to the oil and the mix... Starting materials: C(C)(=O)C=1C(=C(C(=C(C1)Cl)C)C1OCC(NC1)=O)OC (6-(3-Acetyl-5-chloro-2-methoxy-6-methylphenyl)morpholin-3-one), [BH4-].[Na+] (sodium tetrahydroborate). Run in CO (methanol). Run at time 1 hour. The product is ClC=1C(=C(C(=C(C1)C(C)O)OC)C1OCC(NC1)=O)C (6-[3-Chloro-5-(1-hydroxyethyl)-6-methoxy-2-methylphenyl]morpholin-3-one). RXN SMILES: [C:1]([C:4]1[C:5]([O:19][CH3:20])=[C:6]([CH:12]2[CH2:17][NH:16][C:15](=[O:18])[CH2:14][O:13]2)[C:7]([CH3:11])=[C:8]([Cl:10])[CH:9]=1)(=[O:3])[CH3:2].[BH4-].[Na+]>CO>[Cl:10][C:8]1[C:7]([CH3:11])=[C:6]([CH:12]2[CH2:17][NH:16][C:15](=[O:18])[CH2:14][O:13]2)[C:5]([O:19][CH3:20])=[C:4]([CH:1]([OH:3])[CH3:2])[CH:9]=1 |f:1.2|. Procedure details: To a solution of 6-(3-acetyl-5-chloro-2-methoxy-6-methylphenyl)morpholin-3-one (27 mg, 0.090 mmol) (single enantiomer from step 4) in methanol (2 mL) was added sodium tetrahydroborate (6.8 mg, 0.18 mmol) at 0° C. and stirred for 1 hour. Purification by preparative LCMS (pH 10) gave the desired compound as a racemic mixture of two diastereomers, 20 mg, 76%. LCMS calculated for C14H17ClNO3 (M-OH)+: m/z=282.1; found: 282.1. Starting materials: CC(=O)Nc1c(C)cc([N+](=O)[O-])cc1C, CC(=O)O, C1CCOC1, [Zn]. The product is CC(=O)Nc1c(C)cc(N)cc1C. As a reaction SMILES: [CH3:1][c:2]1[c:3]([NH:12][C:13]([CH3:14])=[O:15])[c:4]([CH3:11])[cH:5][c:6]([N+:8]([O-:9])=[O:10])[cH:7]1.[CH3:21][C:22](=[O:23])[OH:24].[O:16]1[CH2:17][CH2:18][CH2:19][CH2:20]1.[Zn:25]>>[CH3:1][c:2]1[c:3]([NH:12][C:13]([CH3:14])=[O:15])[c:4]([CH3:11])[cH:5][c:6]([NH2:8])[cH:7]1. The reactants are CCCCN(C(C)=O)C1CC(C)(C)N(CCO)C(C)(C)C1, Cl, [Na+], [OH-]. Yields the product CCCCNC1CC(C)(C)N(CCO)C(C)(C)C1. As a reaction SMILES: [CH2:1]([CH2:2][CH2:3][CH3:4])[N:5]([C:6](=[O:7])[CH3:8])[CH:9]1[CH2:10][C:11]([CH3:20])([CH3:21])[N:12]([CH2:17][CH2:18][OH:19])[C:13]([CH3:15])([CH3:16])[CH2:14]1.[ClH:24].[Na+:23].[OH-:22]>>[CH2:1]([CH2:2][CH2:3][CH3:4])[NH:5][CH:9]1[CH2:10][C:11]([CH3:20])([CH3:21])[N:12]([CH2:17][CH2:18][OH:19])[C:13]([CH3:15])([CH3:16])[CH2:14]1. The reactants are [C@@H]1(C[C@H](O)[C@@H](CO)O1)N1C=NC=2C(O)=NC=NC12 (2′-deoxyinosine), N1C(=O)NC(=O)C(C)=C1 (thymine). Run in C(C)(=O)[O-].[NH4+] (ammonium acetate). Reaction conditions: time 1 hour. Product: [C@@H]1(C[C@H](O)[C@@H](CO)O1)N1C(=O)NC(=O)C(C)=C1 (Thymidine). The yield is 56.0%. RXN SMILES: [C@@H:1]1(N2C3N=CN=C(O)C=3N=C2)[O:8][C@H:5]([CH2:6][OH:7])[C@@H:3]([OH:4])[CH2:2]1.[NH:19]1[CH:27]=[C:25]([CH3:26])[C:23](=[O:24])[NH:22][C:20]1=[O:21]>C([O-])(=O)C.[NH4+]>[C@@H:1]1([N:19]2[CH:27]=[C:25]([CH3:26])[C:23](=[O:24])[NH:22][C:20]2=[O:21])[O:8][C@H:5]([CH2:6][OH:7])[C@@H:3]([OH:4])[CH2:2]1 |f:2.3|. Procedure details: The assay mixture contained 2 g (wet weight) of Bacillus stearothermophilus cells, 5 mM 2′-deoxyinosine and 5 mM thymine in 10 ml of 50 mM ammonium acetate buffer (pH 5.5). The conversions were run at 55° C. for 1 hour. The reaction mixture was centrifuged and then filtered using an Amicon Ultrafiltration device (YM-3 membrane) and the products were separated and analyzed by HPLC (C-18 column) in 5% methanol and 5 mM phosphate buffer at pH 4.6 using a flow rate of 0.5 ml/min. Blanks were run to ... The reactants are FC(C(=O)O)(F)F (trifluoroacetic acid), ClC1=CN=CC(=N1)N1CCN(CC1)C(=O)OC(C)(C)C (tert-Butyl 4-(6-chloro-2-pyrazinyl)-1-piperazinecarboxylate), [OH-].[Na+] (NaOH), FC(C(=O)O)(F)F (TFA). The solvent is ClCCl (dichloromethane), ClCCl (dichloromethane). Reaction conditions: time 1 hour. Product: ClC1=CN=CC(=N1)N1CCNCC1 (6-Chloro-2-(1-piperazinyl)pyrazine). Reaction SMILES: FC(F)(F)C(O)=O.[Cl:8][C:9]1[N:14]=[C:13]([N:15]2[CH2:20][CH2:19][N:18](C(OC(C)(C)C)=O)[CH2:17][CH2:16]2)[CH:12]=[N:11][CH:10]=1.[OH-].[Na+]>ClCCl>[Cl:8][C:9]1[N:14]=[C:13]([N:15]2[CH2:16][CH2:17][NH:18][CH2:19][CH2:20]2)[CH:12]=[N:11][CH:10]=1 |f:2.3|. Reported procedure: A solution of trifluoroacetic acid (TFA; 6 mL) in dichloromethane (24 mL) was added to a stirred solution of the product of step 1 above (5.79 g, 19.4 mmol) in dichloromethane (20 mL) at 0° C. After 1 h and 1.5 h of stirring, additional portions (10 mL and 5 mL) of TFA were added. Crushed ice and 5 M aqueous NaOH were added and the mixture was extracted with dichloromethnae (12×200 mL). The combined organic layers were dried (K2CO3), filtered and concentrated in vacuo. This furnished 3.48 g (90%...